Dataset: the Open Reaction Database (ORD), a public repository of structured organic reaction records. Task: describe an organic reaction: reactants, conditions, products, and yield The reactants are BrCC(=O)C1=CC=C(C=C1)OCCC (2-bromo-4'-propoxyacetophenone), C(C)(=O)OC=O (formic acetic anhydride), COCCN (2-methoxyethylamine), C(C)(C)N(CC)C(C)C (diisopropylethylamine). The product is C(=O)N(CCOC)CC(=O)C1=CC=C(C=C1)OCCC (2-(N-formyl-N-(2-methoxyethyl)amino)-4'-propoxyacetophenone). As a reaction SMILES: Br[CH2:2][C:3]([C:5]1[CH:10]=[CH:9][C:8]([O:11][CH2:12][CH2:13][CH3:14])=[CH:7][CH:6]=1)=[O:4].[CH3:15][O:16][CH2:17][CH2:18][NH2:19].C(N(C(C)C)CC)(C)C.[C:29](OC=O)(=[O:31])C>>[CH:29]([N:19]([CH2:2][C:3]([C:5]1[CH:10]=[CH:9][C:8]([O:11][CH2:12][CH2:13][CH3:14])=[CH:7][CH:6]=1)=[O:4])[CH2:18][CH2:17][O:16][CH3:15])=[O:31]. Procedure: By substantially following the procedure of Example 585c using 37 g (≤140 mmole) of 2-bromo-4'-propoxyacetophenone (Example 585b), 16 g (210 mmole) of 2-methoxyethylamine, 22 g (170 mmole) of diisopropylethylamine, and 50 g of formic acetic anhydride mixture (≤350 mmole) 18.5 g of the desired compound, an oil, was obtained. Starting materials: CCCCCCCCC(NC(C)C(=O)N1C(=O)N(Cc2ccccc2)CC1C(=O)OCc1ccccc1)C(=O)OCC, [Pd]. The product is CCCCCCCCC(NC(C)C(=O)N1C(=O)N(Cc2ccccc2)CC1C(=O)O)C(=O)OCC. RXN SMILES: [CH2:1]([c:2]1[cH:3][cH:4][cH:5][cH:6][cH:7]1)[N:8]1[C:9](=[O:42])[N:10]([C:23]([CH:24]([CH3:25])[NH:26][CH:27]([CH2:28][CH2:29][CH2:30][CH2:31][CH2:32][CH2:33][CH2:34][CH3:35])[C:36](=[O:37])[O:38][CH2:39][CH3:40])=[O:41])[CH:11]([C:13](=[O:14])[O:15][CH2:16][c:17]2[cH:18][cH:19][cH:20][cH:21][cH:22]2)[CH2:12]1.[Pd:43]>>[CH2:1]([c:2]1[cH:3][cH:4][cH:5][cH:6][cH:7]1)[N:8]1[C:9](=[O:42])[N:10]([C:23]([CH:24]([CH3:25])[NH:26][CH:27]([CH2:28][CH2:29][CH2:30][CH2:31][CH2:32][CH2:33][CH2:34][CH3:35])[C:36](=[O:37])[O:38][CH2:39][CH3:40])=[O:41])[CH:11]([C:13](=[O:14])[OH:15])[CH2:12]1. Reactants: C1=C(C=CC2=CC=CC=C12)S(=O)(=O)N[C@H](C(=O)O)C ((S)-2-(2-naphthylsulfonylamino)propionic acid), C1=CC=CC=C1 (benzene), S(=O)(Cl)Cl (thionyl chloride), C1=CC=CC=C1 (benzene). The solvent is CCCCCC (n-hexane). Conditions: time 18 hour. Product: C1=C(C=CC2=CC=CC=C12)S(=O)(=O)N[C@H](C(=O)Cl)C ((S)-2-(2-naphthylsulfonylamino)propionyl chloride). RXN SMILES: [CH:1]1[C:10]2[C:5](=[CH:6][CH:7]=[CH:8][CH:9]=2)[CH:4]=[CH:3][C:2]=1[S:11]([NH:14][C@@H:15]([CH3:19])[C:16](O)=[O:17])(=[O:13])=[O:12].C1C=CC=CC=1.S(Cl)([Cl:28])=O>CCCCCC>[CH:1]1[C:10]2[C:5](=[CH:6][CH:7]=[CH:8][CH:9]=2)[CH:4]=[CH:3][C:2]=1[S:11]([NH:14][C@@H:15]([CH3:19])[C:16]([Cl:28])=[O:17])(=[O:13])=[O:12]. Procedure: 2 g of (S)-2-(2-naphthylsulfonylamino)propionic acid are added to 50 ml of anhydrous benzene, and 2.04 ml of thionyl chloride are added thereto. The mixture is stirred at 40° to 50° C for 18 hours. The reaction mixture is condensed to dryness under reduced pressure, and the residue is recystallized from a mixture of benzene and n-hexane. 1.6 g of (S)-2-(2-naphthylsulfonylamino)propionyl chloride are obtained. The product is CP(OCC)(=O)C1=C(C=CC(=C1)Cl)[N+](=O)[O-] (ethyl P-methyl-2-nitro-5-chlorophenylphosphinate). Run in C(C)#N (acetonitrile). Conditions: time 8 hour. Reactants: ClC1=CC(=C(C=C1)[N+](=O)[O-])[N+](=O)[O-] (4-chloro-1,2-dinitrobenzene), CP(OCC)OCC (diethyl methylphosphonite). Procedure: A mixture of 4-chloro-1,2-dinitrobenzene (3.31 mmol) and diethyl methylphosphonite (5.30 mmol) in 3 ml of acetonitrile is stirred at RT overnight. The mixture is then concentrated and the residue is purified by preparative TLC to yield ethyl P-methyl-2-nitro-5-chlorophenylphosphinate. As a reaction SMILES: [Cl:1][C:2]1[CH:7]=[CH:6][C:5]([N+:8]([O-:10])=[O:9])=[C:4]([N+]([O-])=O)[CH:3]=1.[CH3:14][P:15]([O:19]CC)[O:16][CH2:17][CH3:18]>C(#N)C>[CH3:14][P:15]([C:4]1[CH:3]=[C:2]([Cl:1])[CH:7]=[CH:6][C:5]=1[N+:8]([O-:10])=[O:9])(=[O:19])[O:16][CH2:17][CH3:18]. The reactants are C(=O)(O)[O-].[Na+] (NaHCO3), ClC(Cl)(OC(OC(Cl)(Cl)Cl)=O)Cl (triphosgene), FC(C1=CC=C2[C@H](CCOC2=C1)N)(F)F ((S)-7-(trifluoromethyl)chroman-4-amine), C(C)(C)N(C(C)C)CC (N,N-diisopropylethylamine), Cl.ClC1=CC=C(CN2C(=NN=C2C(F)(F)F)[C@@H]2NCCC2)C=C1 ((R)-4-(4-chlorobenzyl)-3-(pyrrolidin-2-yl)-5-(trifluoromethyl)-4H-1,2,4-triazole HCl salt), C(C)(C)N(C(C)C)CC (N,N-diisopropylethylamine). Solvent: [Cl-].[Na+].O (brine), C(Cl)Cl (CH2Cl2), ClCCl (dichloromethane), ClCCl (dichloromethane). Conditions: temperature 0 celsius, time 30 minute. Yields the product ClC1=CC=C(CN2C(=NN=C2C(F)(F)F)[C@@H]2N(CCC2)C(=O)N[C@H]2CCOC3=CC(=CC=C23)C(F)(F)F)C=C1 ((R)-2-(4-(4-chlorobenzyl)-5-(trifluoromethyl)-4H-1,2,4-triazol-3-yl)-N—((S)-7-(trifluoromethyl)chroman-4-yl)pyrrolidine-1-carboxamide). The yield is 216.1%. As a reaction SMILES: Cl[C:2](Cl)([O:4]C(=O)OC(Cl)(Cl)Cl)Cl.[F:13][C:14]([F:27])([F:26])[C:15]1[CH:24]=[C:23]2[C:18]([C@@H:19]([NH2:25])[CH2:20][CH2:21][O:22]2)=[CH:17][CH:16]=1.C(N(CC)C(C)C)(C)C.Cl.[Cl:38][C:39]1[CH:59]=[CH:58][C:42]([CH2:43][N:44]2[C:48]([C:49]([F:52])([F:51])[F:50])=[N:47][N:46]=[C:45]2[C@H:53]2[CH2:57][CH2:56][CH2:55][NH:54]2)=[CH:41][CH:40]=1.C([O-])(O)=O.[Na+]>C(Cl)Cl.[Cl-].[Na+].O>[Cl:38][C:39]1[CH:59]=[CH:58][C:42]([CH2:43][N:44]2[C:48]([C:49]([F:52])([F:51])[F:50])=[N:47][N:46]=[C:45]2[C@H:53]2[CH2:57][CH2:56][CH2:55][N:54]2[C:2]([NH:25][C@@H:19]2[C:18]3[C:23](=[CH:24][C:15]([C:14]([F:13])([F:26])[F:27])=[CH:16][CH:17]=3)[O:22][CH2:21][CH2:20]2)=[O:4])=[CH:41][CH:40]=1 |f:3.4,5.6,8.9.10|. Procedure details: To a stirring solution of triphosgene (14.87 mg, 0.05 mmol) in 8 mL of CH2Cl2 at 0° C. was added dropwise a mixed solution of (S)-7-(trifluoromethyl)chroman-4-amine (32.58 mg, 0.15 mmol) and N,N-diisopropylethylamine (0.07841 mL, 0.45 mmol) in dichloromethane (2 mL). The reaction mixture was stirred at 0° C. for 30 minutes. Then to the mixture at 0° C. was added a solution of the (R)-4-(4-chlorobenzyl)-3-(pyrrolidin-2-yl)-5-(trifluoromethyl)-4H-1,2,4-triazole HCl salt (55.09 mg, 0.15 mmol) and N... The reactants are [H-].[Na+] (sodium hydride), ClC1=C(C(=O)C(C(=O)OCC)=CNC2CC2)C=C(C(=C1)Cl)F (ethyl 2-(2,4-dichloro-5-fluorobenzoyl)-3-cyclopropylaminoacrylate). Solvent: O1CCOCC1 (dioxane). Conditions: time 30 minute. The product is ClC1=C(C=C2C(C(=CN(C2=C1)C1CC1)C(=O)O)=O)F (7-chloro-1-cyclo-propyl-6-fluoro-1,4-dihydro-4-oxoquinoline-3-carboxylic acid). The yield is 106.7%. RXN SMILES: [H-].[Na+].Cl[C:4]1[CH:22]=[C:21]([Cl:23])[C:20]([F:24])=[CH:19][C:5]=1[C:6]([C:8](=[CH:14][NH:15][CH:16]1[CH2:18][CH2:17]1)[C:9]([O:11]CC)=[O:10])=[O:7]>O1CCOCC1>[Cl:23][C:21]1[CH:22]=[C:4]2[C:5]([C:6](=[O:7])[C:8]([C:9]([OH:11])=[O:10])=[CH:14][N:15]2[CH:16]2[CH2:18][CH2:17]2)=[CH:19][C:20]=1[F:24] |f:0.1|. Reported procedure: 3.44 g of 80% sodium hydride are added in portions, with cooling in ice and stirring, to a solution of 31.9 g of ethyl 2-(2,4-dichloro-5-fluorobenzoyl)-3-cyclopropylaminoacrylate (6) in 100 ml of anhydrous dioxane. The mixture is then stirred at room temperature for 30 minutes and under reflux for 2 hours and the dioxane is removed in vacuo. The residue (40.3 g) is suspended in 150 ml of water, 6.65 g of potassium hydroxide are added and the mixture is refluxed for 1.5 h. The warm solution is fi... The reactants are NC1=CC=C2C(=N1)C(=CN2)C2CCN(CC2)C(=O)OC(C)(C)C (5-amino-3-(1-tert-butoxycarbonylpiperidin-4-yl)pyrrolo[3,2-b]pyridine), C(C1=CC=CC=C1)(=O)Cl (benzoyl chloride). Product: C(C1=CC=CC=C1)(=O)NC1=CC=C2C(=N1)C(=CN2)C2CCNCC2 (5-(N-[benzoyl]amino)-3-(piperidin-4-yl)pyrrolo[3,2-b]pyridine). Reaction SMILES: [NH2:1][C:2]1[N:7]=[C:6]2[C:8]([CH:11]3[CH2:16][CH2:15][N:14](C(OC(C)(C)C)=O)[CH2:13][CH2:12]3)=[CH:9][NH:10][C:5]2=[CH:4][CH:3]=1.[C:24](Cl)(=[O:31])[C:25]1[CH:30]=[CH:29][CH:28]=[CH:27][CH:26]=1>>[C:24]([NH:1][C:2]1[N:7]=[C:6]2[C:8]([CH:11]3[CH2:12][CH2:13][NH:14][CH2:15][CH2:16]3)=[CH:9][NH:10][C:5]2=[CH:4][CH:3]=1)(=[O:31])[C:25]1[CH:30]=[CH:29][CH:28]=[CH:27][CH:26]=1. Reported procedure: Beginning with 0.015 gm (0.047 mMol) 5-amino-3-(1-tert-butoxycarbonylpiperidin-4-yl)pyrrolo[3,2-b]pyridine and 0.007 mL (0.062 mMol) benzoyl chloride, the title compound was prepared.